This data is from the Open Reaction Database (ORD), a public repository of structured organic reaction records. The task is: describe an organic reaction: reactants, conditions, products, and yield The reactants are C(C)(=O)N1C(CCC1)CC1=CC=C(C=C1)[N+](=O)[O-] (1-acetyl-2-(4-nitrobenzyl)pyrrolidine). The reagents and catalysts are [Pt].[H][H] (platinum hydrogen). Run in C(C)O (ethanol). Product: C(C)(=O)N1C(CCC1)CC1=CC=C(C=C1)N (1-acetyl-2-(4-aminobenzyl)pyrrolidine). As a reaction SMILES: [C:1]([N:4]1[CH2:8][CH2:7][CH2:6][CH:5]1[CH2:9][C:10]1[CH:15]=[CH:14][C:13]([N+:16]([O-])=O)=[CH:12][CH:11]=1)(=[O:3])[CH3:2]>C(O)C.[Pt].[H][H]>[C:1]([N:4]1[CH2:8][CH2:7][CH2:6][CH:5]1[CH2:9][C:10]1[CH:11]=[CH:12][C:13]([NH2:16])=[CH:14][CH:15]=1)(=[O:3])[CH3:2] |f:2.3|. Reported procedure: Hydrogenate 3.3 g of 1-acetyl-2-(4-nitrobenzyl)pyrrolidine with platinum/hydrogen in ethanol. Filter the catalyst from the hydrogenated product and concentrate the filtrate to obtain the title compound as a yellowish liquid. Reactants: FC=1C=C(C=CC1)CCNC(C)=O (N-[2-(3-fluoro-phenyl)-ethyl]-acetamide), O=P12OP3(=O)OP(=O)(O1)OP(=O)(O2)O3 (phosphorus pentoxide). Yields the product FC=1C=CC=C2CCN=C(C12)C (8-Fluoro-1-methyl-3,4-dihydro-isoquinoline). RXN SMILES: [F:1][C:2]1[CH:3]=[C:4]([CH2:8][CH2:9][NH:10][C:11](=O)[CH3:12])[CH:5]=[CH:6][CH:7]=1.O=P12OP3(OP(OP(O3)(O1)=O)(=O)O2)=O>>[F:1][C:2]1[CH:7]=[CH:6][CH:5]=[C:4]2[C:3]=1[C:11]([CH3:12])=[N:10][CH2:9][CH2:8]2. Reported procedure: In close analogy to the procedure described above, N-[2-(3-fluoro-phenyl)-ethyl]-acetamide is reacted with phosphorus pentoxide to provide the title compound. The reactants are C#CC1CCCC1, Nc1cc(Cl)nc(Cl)n1, I[Cu]I, c1ccc(P(c2ccccc2)(c2ccccc2)[Pd](P(c2ccccc2)(c2ccccc2)c2ccccc2)(P(c2ccccc2)(c2ccccc2)c2ccccc2)P(c2ccccc2)(c2ccccc2)c2ccccc2)cc1. Product: Nc1cc(Cl)nc(C#CC2CCCC2)n1. Reaction SMILES: [CH:10]1([C:15]#[CH:16])[CH2:11][CH2:12][CH2:13][CH2:14]1.[Cl:1][c:2]1[n:3][c:4]([Cl:9])[cH:5][c:6]([NH2:8])[n:7]1.[Cu:94]([I:95])[I:96].[cH:17]1[cH:18][cH:19][c:20]([P:21]([Pd:22]([P:23]([c:24]2[cH:25][cH:26][cH:27][cH:28][cH:29]2)([c:30]2[cH:31][cH:32][cH:33][cH:34][cH:35]2)[c:36]2[cH:37][cH:38][cH:39][cH:40][cH:41]2)([P:42]([c:43]2[cH:44][cH:45][cH:46][cH:47][cH:48]2)([c:49]2[cH:50][cH:51][cH:52][cH:53][cH:54]2)[c:55]2[cH:56][cH:57][cH:58][cH:59][cH:60]2)[P:61]([c:62]2[cH:63][cH:64][cH:65][cH:66][cH:67]2)([c:68]2[cH:69][cH:70][cH:71][cH:72][cH:73]2)[c:74]2[cH:75][cH:76][cH:77][cH:78][cH:79]2)([c:80]2[cH:81][cH:82][cH:83][cH:84][cH:85]2)[c:86]2[cH:87][cH:88][cH:89][cH:90][cH:91]2)[cH:92][cH:93]1>>[c:2]1([C:16]#[C:15][CH:10]2[CH2:11][CH2:12][CH2:13][CH2:14]2)[n:3][c:4]([Cl:9])[cH:5][c:6]([NH2:8])[n:7]1. Procedure: The above compound was prepared from 2-(4-nitro-phenyl)-1-propyl-1H-indole-6-ol and 2-bromo-2-methyl-propanoic acid ethylester using a procedure analogous to that of Example 10. Reactants: [N+](=O)([O-])C1=CC=C(C=C1)C=1N(C2=CC(=CC=C2C1)O)CCC (2-(4-nitro-phenyl)-1-propyl-1H-indole-6-ol), C(C)OC(C(C)(C)Br)=O (2-bromo-2-methyl-propanoic acid ethylester). Yields the product C(C)OC(C(C)(OC1=CC=C2C=C(N(C2=C1)CCC)C1=CC=C(C=C1)[N+](=O)[O-])C)=O (2-Methyl-2-[2-(4-nitro-phenyl)-1-propyl-1H-indole-6-yloxy]-propanoic acid ethylester). As a reaction SMILES: [N+:1]([C:4]1[CH:9]=[CH:8][C:7]([C:10]2[N:11]([CH2:20][CH2:21][CH3:22])[C:12]3[C:17]([CH:18]=2)=[CH:16][CH:15]=[C:14]([OH:19])[CH:13]=3)=[CH:6][CH:5]=1)([O-:3])=[O:2].[CH2:23]([O:25][C:26](=[O:31])[C:27](Br)([CH3:29])[CH3:28])[CH3:24]>>[CH2:23]([O:25][C:26](=[O:31])[C:27]([CH3:29])([O:19][C:14]1[CH:13]=[C:12]2[C:17]([CH:18]=[C:10]([C:7]3[CH:8]=[CH:9][C:4]([N+:1]([O-:3])=[O:2])=[CH:5][CH:6]=3)[N:11]2[CH2:20][CH2:21][CH3:22])=[CH:16][CH:15]=1)[CH3:28])[CH3:24]. Reactants: COC(=O)CCCCCC(C)(C)C, CC(=O)c1ccccc1, [H-], [Na+], O, O=S(=O)(O)O. The product is CC(C)(C)CCCCCC(=O)CC(=O)c1ccccc1. RXN SMILES: [C:3]([CH2:4][CH2:5][CH2:6][CH2:7][CH2:8][C:9]([CH3:10])([CH3:11])[CH3:12])([O:14][CH3:13])=[O:15].[CH3:16][C:17](=[O:18])[c:19]1[cH:20][cH:21][cH:22][cH:23][cH:24]1.[H-:1].[Na+:2].[OH2:30].[S:25](=[O:26])(=[O:27])([OH:28])[OH:29]>>[C:3]([CH2:4][CH2:5][CH2:6][CH2:7][CH2:8][C:9]([CH3:10])([CH3:11])[CH3:12])(=[O:14])[CH2:16][C:17](=[O:18])[c:19]1[cH:20][cH:21][cH:22][cH:23][cH:24]1. The reactants are Cl.NC1=CC=C(C=N1)C(C(=O)O)(C)C (2-(6-aminopyridin-3-yl)-2-methylpropanoic acid hydrochloride), OS(=O)(=O)O (H2SO4), CO (MeOH). Product: NC1=CC=C(C=N1)C(C(=O)OC)(C)C (Methyl 2-(6-aminopyridin-3-yl)-2-methylpropanoate). RXN SMILES: Cl.[NH2:2][C:3]1[N:8]=[CH:7][C:6]([C:9]([CH3:14])([CH3:13])[C:10]([OH:12])=[O:11])=[CH:5][CH:4]=1.OS(O)(=O)=O.[CH3:20]O>>[NH2:2][C:3]1[N:8]=[CH:7][C:6]([C:9]([CH3:14])([CH3:13])[C:10]([O:12][CH3:20])=[O:11])=[CH:5][CH:4]=1 |f:0.1|. Procedure: A solution of 2-(6-aminopyridin-3-yl)-2-methylpropanoic acid hydrochloride (35.0 g, 0.162 mmol) and concentrated H2SO4 (5 mL) in MeOH (250 mL) was heated at reflux overnight. After cooling to ambient temperature, the reaction was quenched cautiously with saturated aqueous NaHCO3 and concentrated in vacuo. The residue was partitioned between ethyl acetate and water, the organic phase separated and the aqueous phase re-extracted with ethyl acetate (.Yen.3). The combined organic extract was washed ... Reactants: C(C=C)(=O)OCC12CC3(CC(CC(C1)C3)C2)O (1-acryloyloxymethyl-3-adamantanol), OC12C(C3CC(CC(C1)C3)C2)=O (1-hydroxyadamantane-2-one). The product is C(C=C)(=O)OC12C(C3CC(CC(C1)C3)C2)=O (1-acryloyloxyadamantane-2-one). Yield: 94.0%. RXN SMILES: [C:1](OCC12CC3CC(CC(O)(C3)C1)C2)(=[O:4])[CH:2]=[CH2:3].[OH:18][C:19]12[CH2:28][CH:23]3[CH2:24][CH:25]([CH2:27][CH:21]([CH2:22]3)[C:20]1=[O:29])[CH2:26]2>>[C:1]([O:18][C:19]12[CH2:26][CH:25]3[CH2:24][CH:23]([CH2:22][CH:21]([CH2:27]3)[C:20]1=[O:29])[CH2:28]2)(=[O:4])[CH:2]=[CH2:3]. Reported procedure: The reaction was conducted in the same manner as the step of Example 36 (2) except that 1-hydroxyadamantane-2-one was used instead of the 1,3-dicarboxy-5-adamantanol, and, as a result, a 1-acryloyloxyadamantane-2-one (yield: 94%, white solid) was obtained. The reactants are OC=1C=C(C(=O)O)C=CC1OC (3-hydroxy-4-methoxy-benzoic acid), ClCC1=NOC(=C1)C (3-(chloromethyl)-5-methylisoxazole), C(=O)([O-])[O-].[K+].[K+] (K2CO3), N[C@@H](CC1=CC=C2C=CC=CC2=C1)C(=O)O (Nal). Run in CC#N (MeCN). Product: C(C)OC(C1=CC(=C(C=C1)OC)OCC1=NOC(=C1)C)=O (4-Methoxy-3-(5-methyl-isoxazol-3-ylmethoxy)-benzoic acid ethyl ester). RXN SMILES: [OH:1][C:2]1[CH:3]=[C:4]([CH:8]=[CH:9][C:10]=1[O:11][CH3:12])[C:5]([OH:7])=[O:6].Cl[CH2:14][C:15]1[CH:19]=[C:18]([CH3:20])[O:17][N:16]=1.C([O-])([O-])=O.[K+].[K+].N[C@H:28](C(O)=O)[CH2:29]C1C=C2C(C=CC=C2)=CC=1>CC#N>[CH2:28]([O:6][C:5](=[O:7])[C:4]1[CH:8]=[CH:9][C:10]([O:11][CH3:12])=[C:2]([O:1][CH2:14][C:15]2[CH:19]=[C:18]([CH3:20])[O:17][N:16]=2)[CH:3]=1)[CH3:29] |f:2.3.4|. Procedure details: A mixture of 3-hydroxy-4-methoxy-benzoic acid (2.00 g, 10.2 mmol), 3-(chloromethyl)-5-methylisoxazole (1.61 g, 12.2 mmol; commercially available from Maybridge, SPB01262DA), anhydrous K2CO3 (2.11 g, 15.3 mmol) and Nal (0.31 g, 2.04 mmol) in MeCN (35 mL) is refluxed overnight. After cooling to room temperature, the mixture is filtered, the filtrate is diluted with CH2Cl2 and the organics are washed with aqueous 0.5M NaOH, water and brine. Drying over Na2SO4 and evaporation to dryness affords the ... Starting materials: C1(=CC=CC=C1)CCN (2-phenylethylamine), C(=O)(OC(C)(C)C)N[C@@H](CC1=CC=CC=C1)C(=O)O (Boc-L-phenylalanine). Product: C(=O)(OC(C)(C)C)N[C@@H](CC1=CC=CC=C1)C(=O)NCCC1=CC=CC=C1 (N-(Boc-L-phenylalanyl)-2-phenylethylamine). Yield: 87.3%. RXN SMILES: [C:1]1([CH2:7][CH2:8][NH2:9])[CH:6]=[CH:5][CH:4]=[CH:3][CH:2]=1.[C:10]([NH:17][C@H:18]([C:26]([OH:28])=O)[CH2:19][C:20]1[CH:25]=[CH:24][CH:23]=[CH:22][CH:21]=1)([O:12][C:13]([CH3:16])([CH3:15])[CH3:14])=[O:11]>>[C:10]([NH:17][C@H:18]([C:26]([NH:9][CH2:8][CH2:7][C:1]1[CH:6]=[CH:5][CH:4]=[CH:3][CH:2]=1)=[O:28])[CH2:19][C:20]1[CH:21]=[CH:22][CH:23]=[CH:24][CH:25]=1)([O:12][C:13]([CH3:14])([CH3:15])[CH3:16])=[O:11]. Reported procedure: In substantially the same manner as Working Example 2, 2-phenylethylamine (4.00 g) was condensed with Boc-L-phenylalanine (7.96 g) to give N-(Boc-L-phenylalanyl)-2-phenylethylamine (9.65 g) (yield 87%). The Boc group of the product was deprotected, in substantially the same manner as Working Example 91, to give N-(L-phenylalanyl)-2-phenylethylamine hydrochloride (4.93 g) (yield 81%). The compound thus obtained (1.00 g) was condensed, in substantially the same manner as Working Example 8, with mo... The reactants are [N+](=O)([O-])C1=CC=C(C2OC3=CC=CC=C3C(C2)=O)C=C1 (4'-nitro flavanone), C=O (paraformaldehyde), Cl.CNC (dimethylamine hydrochloride), Cl (HCl). Run in C(C)(=O)OCC (ethyl acetate), CC(C)O (2-propanol), CC(=O)C (acetone). Product: [N+](=O)([O-])C1=CC=C(C2OC3=CC=CC=C3C(C2=C)=O)C=C1 (4'-nitro-3-methylene flavanone). The yield is 4.3%. RXN SMILES: [N+:1]([C:4]1[CH:20]=[CH:19][C:7]([CH:8]2[CH2:17][C:16](=[O:18])[C:15]3[C:10](=[CH:11][CH:12]=[CH:13][CH:14]=3)[O:9]2)=[CH:6][CH:5]=1)([O-:3])=[O:2].C=O.Cl.[CH3:24]NC.Cl>C(OCC)(=O)C.CC(C)=O.CC(O)C>[N+:1]([C:4]1[CH:5]=[CH:6][C:7]([CH:8]2[C:17](=[CH2:24])[C:16](=[O:18])[C:15]3[C:10](=[CH:11][CH:12]=[CH:13][CH:14]=3)[O:9]2)=[CH:19][CH:20]=1)([O-:3])=[O:2] |f:2.3|. Reported procedure: A mixture of 18.1 g (67 mmol) of 4'-nitro flavanone, prepared as described in J. Chem. Soc. Japan, Pure Chem. Sect. 74, 827 (1953), 4.04 g (134 mmol) of paraformaldehyde, 10.97 g (134 mmol) of dimethylamine hydrochloride, 1 ml of concentrated HCl, and 200 ml of 2-propanol was refluxed for three hours. When cool, the solvent was removed under reduced pressure and the residue partitioned between CHCl3 and 5 percent aqueous HCl. The layers were separated and the organic layer was washed with 3-100 ...